This data is from the Open Reaction Database (ORD), a public repository of structured organic reaction records. The task is: describe an organic reaction: reactants, conditions, products, and yield Reactants: C(C)OC(CCCOC1=C(C(=CC=C1)CCCCCCOC1=CC(=CC(=C1)C(N(C)C)=O)Br)CCC(=O)OCC)=O (4-[3-[6-(3-bromo-5-dimethylcarbamoyl-phenoxy)-hexyl]-2-(2-ethoxycarbonyl-ethyl)-phenoxy]-butyric acid ethyl ester), FC=1C=C(C=C(C1)F)B(O)O (3,5-difluorophenylboronic acid). Yields the product C(=O)(O)CCC1=C(OCCCC(=O)O)C=CC=C1CCCCCCOC=1C=C(C=C(C1)C(N(C)C)=O)C1=CC(=CC(=C1)F)F (4-{2-(2-Carboxy-ethyl)-3-[6-(5-dimethylcarbamoyl-3′,5′-difluoro-biphenyl-3-yloxy)-hexyl]-phenoxy}-butyric acid). Reaction SMILES: C([O:3][C:4](=[O:41])[CH2:5][CH2:6][CH2:7][O:8][C:9]1[CH:14]=[CH:13][CH:12]=[C:11]([CH2:15][CH2:16][CH2:17][CH2:18][CH2:19][CH2:20][O:21][C:22]2[CH:27]=[C:26]([C:28](=[O:32])[N:29]([CH3:31])[CH3:30])[CH:25]=[C:24](Br)[CH:23]=2)[C:10]=1[CH2:34][CH2:35][C:36]([O:38]CC)=[O:37])C.[F:42][C:43]1[CH:44]=[C:45](B(O)O)[CH:46]=[C:47]([F:49])[CH:48]=1>>[C:36]([CH2:35][CH2:34][C:10]1[C:11]([CH2:15][CH2:16][CH2:17][CH2:18][CH2:19][CH2:20][O:21][C:22]2[CH:23]=[C:24]([C:45]3[CH:44]=[C:43]([F:42])[CH:48]=[C:47]([F:49])[CH:46]=3)[CH:25]=[C:26]([C:28](=[O:32])[N:29]([CH3:30])[CH3:31])[CH:27]=2)=[CH:12][CH:13]=[CH:14][C:9]=1[O:8][CH2:7][CH2:6][CH2:5][C:4]([OH:41])=[O:3])([OH:38])=[O:37]. Procedure details: The title compound was prepared according to the general procedure described in Steps 3 and 4 of Method F starting from 4-[3-[6-(3-bromo-5-dimethylcarbamoyl-phenoxy)-hexyl]-2-(2-ethoxycarbonyl-ethyl)-phenoxy]-butyric acid ethyl ester and 3,5-difluorophenylboronic acid. LC/MS indicated a purity of 100% as measured by UV 214 nM. Reaction SMILES: [CH2:28]([Cl:29])[CH2:30][Cl:31].[CH3:47][CH2:48][O:49][C:50](=[O:51])[CH3:52].[F:1][c:2]1[cH:3][n:4][c:5]([NH:8][CH2:9][CH:10]2[CH2:11][CH2:12][NH:13][CH2:14][CH2:15]2)[n:6][cH:7]1.[O:42]=[CH:43][N:44]([CH3:45])[CH3:46].[OH:32][n:33]1[c:34]2[c:35]([cH:36][cH:37][cH:38][cH:39]2)[n:40][n:41]1.[c:16]1([CH:22]2[CH:23]([C:25](=[O:26])[OH:27])[CH2:24]2)[cH:17][cH:18][cH:19][cH:20][cH:21]1>>[F:1][c:2]1[cH:3][n:4][c:5]([NH:8][CH2:9][CH:10]2[CH2:11][CH2:12][N:13]([C:25]([CH:23]3[CH:22]([c:16]4[cH:17][cH:18][cH:19][cH:20][cH:21]4)[CH2:24]3)=[O:26])[CH2:14][CH2:15]2)[n:6][cH:7]1. Starting materials: ClCCCl, CCOC(C)=O, Fc1cnc(NCC2CCNCC2)nc1, CN(C)C=O, On1nnc2ccccc21, O=C(O)C1CC1c1ccccc1. Yields the product O=C(C1CC1c1ccccc1)N1CCC(CNc2ncc(F)cn2)CC1. The reactants are CN(C)C=O, COc1ccc(S(=O)(=O)Nc2ccc(Cl)cc2)cc1, O=C(Cl)c1snc(Cl)c1Cl, O. The product is COc1ccc(S(=O)(=O)N(C(=O)c2snc(Cl)c2Cl)c2ccc(Cl)cc2)cc1. As a reaction SMILES: [CH3:31][N:32]([CH3:33])[CH:34]=[O:35].[Cl:1][c:2]1[cH:3][cH:4][c:5]([NH:8][S:9](=[O:10])(=[O:11])[c:12]2[cH:13][cH:14][c:15]([O:18][CH3:19])[cH:16][cH:17]2)[cH:6][cH:7]1.[Cl:20][c:21]1[n:22][s:23][c:24]([C:27](=[O:28])[Cl:29])[c:25]1[Cl:26].[OH2:30]>>[Cl:1][c:2]1[cH:3][cH:4][c:5]([N:8]([S:9](=[O:10])(=[O:11])[c:12]2[cH:13][cH:14][c:15]([O:18][CH3:19])[cH:16][cH:17]2)[C:27]([c:24]2[s:23][n:22][c:21]([Cl:20])[c:25]2[Cl:26])=[O:28])[cH:6][cH:7]1. The reactants are ClCCCCC1=CNC2=CC=C(C=C12)F (3-(4-chlorobutyl)-5-fluoroindole), FC=1C=C2C(=CNC2=CC1)C1CCNCC1 (4-(5-fluoroindol-3-yl)piperidine). Product: N1C=C(C2=CC=CC=C12)CCCCN1CCC(CC1)C1=CNC2=CC=CC=C12 (3-[1-(4-(indol-3-yl)butyl)-4-piperidyl]indole). RXN SMILES: Cl[CH2:2][CH2:3][CH2:4][CH2:5][C:6]1[C:14]2[C:9](=[CH:10][CH:11]=[C:12](F)[CH:13]=2)[NH:8][CH:7]=1.F[C:17]1[CH:18]=[C:19]2[C:23](=[CH:24][CH:25]=1)[NH:22][CH:21]=[C:20]2[CH:26]1[CH2:31][CH2:30][NH:29][CH2:28][CH2:27]1>>[NH:8]1[C:9]2[C:14](=[CH:13][CH:12]=[CH:11][CH:10]=2)[C:6]([CH2:5][CH2:4][CH2:3][CH2:2][N:29]2[CH2:30][CH2:31][CH:26]([C:20]3[C:19]4[C:23](=[CH:24][CH:25]=[CH:17][CH:18]=4)[NH:22][CH:21]=3)[CH2:27][CH2:28]2)=[CH:7]1. Procedure: of 3-(4-chlorobutyl)-5-fluoroindole with 4-(5-fluoroindol-3-yl)piperidine: Reactants: BrC=1C=C(C=CC1)CC=O (2-(3-bromophenyl)acetaldehyde), C1CCC2=NCCCN2CC1 (DBU), [N+](=O)([O-])CC (Nitroethane). Run in C1CCOC1 (THF). Run at time 3 hour. Product: BrC=1C=C(C=CC1)CC(C(C)[N+](=O)[O-])O (1-(3-bromophenyl)-3-nitrobutan-2-ol). Yield: 43.8%. Reaction SMILES: [Br:1][C:2]1[CH:3]=[C:4]([CH2:8][CH:9]=[O:10])[CH:5]=[CH:6][CH:7]=1.C1CCN2C(=NCCC2)CC1.[N+:22]([CH2:25][CH3:26])([O-:24])=[O:23]>C1COCC1>[Br:1][C:2]1[CH:3]=[C:4]([CH2:8][CH:9]([OH:10])[CH:25]([N+:22]([O-:24])=[O:23])[CH3:26])[CH:5]=[CH:6][CH:7]=1. Reported procedure: To a solution of 2-(3-bromophenyl)acetaldehyde (5.0 g, 0.025 mol) and DBU (7.6 mL, 0.05 mol) in THF (300 mL), Nitroethane (1.0 g, 0.03 mol) was added at 0° C. over 10 min. The reaction mixture was stirred for 3 h, quenched by the addition of H2O (50 mL) and extracted with EtOAc (100 mL×3). The combined organic layers were washed with H2O (2×30 mL) and brine (1×20 mL), dried over Na2SO4, filtered and concentrated to afford 1-(3-bromophenyl)-3-nitrobutan-2-ol (3.0 g, 44%) as a yellow oil. MS (ES+)... Reactants: COC(=O)c1cc(I)cc(-c2ccc(C)cc2)c1, CNC1CCCCC1NC, [Cu]I, [K+], [K+], [K+], CN(C)C=O, O=P([O-])([O-])[O-], O=c1[nH]c2ccccc2o1. The product is COC(=O)c1cc(-c2ccc(C)cc2)cc(-n2c(=O)oc3ccccc32)c1. Reaction SMILES: [CH3:1][O:2][C:3](=[O:4])[c:5]1[cH:6][c:7](-[c:12]2[cH:13][cH:14][c:15]([CH3:18])[cH:16][cH:17]2)[cH:8][c:9]([I:11])[cH:10]1.[CH3:37][NH:38][CH:39]1[CH2:40][CH2:41][CH2:42][CH2:43][CH:44]1[NH:45][CH3:46].[Cu:52][I:53].[K+:34].[K+:35].[K+:36].[O:47]=[CH:48][N:49]([CH3:50])[CH3:51].[P:29]([O-:30])([O-:31])([O-:32])=[O:33].[o:19]1[c:20](=[O:28])[nH:21][c:22]2[c:23]1[cH:24][cH:25][cH:26][cH:27]2>>[CH3:1][O:2][C:3](=[O:4])[c:5]1[cH:6][c:7](-[c:12]2[cH:13][cH:14][c:15]([CH3:18])[cH:16][cH:17]2)[cH:8][c:9](-[n:21]2[c:20](=[O:28])[o:19][c:23]3[c:22]2[cH:27][cH:26][cH:25][cH:24]3)[cH:10]1. Starting materials: Cl.NC=1SC=C(N1)C1=CC=C(C=C1)C1CCCCC1 (2-amino-4-(4-cyclohexylphenyl)thiazole hydrochloride), C(OCC)(OCC)OCC (triethyl orthoformate). Conditions: temperature 130 celsius, time 1 hour. Yields the product C1(CCCCC1)C1=CC=C(C=C1)C=1N=C(SC1)N=COCC (4-(4-cyclohexylphenyl)-2-ethoxymethyleneaminothiazole). Isolated yield 95.6%. As a reaction SMILES: Cl.[NH2:2][C:3]1[S:4][CH:5]=[C:6]([C:8]2[CH:13]=[CH:12][C:11]([CH:14]3[CH2:19][CH2:18][CH2:17][CH2:16][CH2:15]3)=[CH:10][CH:9]=2)[N:7]=1.[CH:20](OCC)(OCC)[O:21][CH2:22][CH3:23]>>[CH:14]1([C:11]2[CH:12]=[CH:13][C:8]([C:6]3[N:7]=[C:3]([N:2]=[CH:20][O:21][CH2:22][CH3:23])[S:4][CH:5]=3)=[CH:9][CH:10]=2)[CH2:19][CH2:18][CH2:17][CH2:16][CH2:15]1 |f:0.1|. Procedure: A mixture of 2-amino-4-(4-cyclohexylphenyl)thiazole hydrochloride (1.0 g) and triethyl orthoformate (5 ml) was stirred at 130° C. for 1 hour. The reaction mixture was concentrated under reduced pressure, and to the remaining crystals was added hexane, followed by filtration. The filtrate was concentrated to give crystals of 4-(4-cyclohexylphenyl)-2-ethoxymethyleneaminothiazole (1.02 g, yield of 95.6 %). Recrystallization from diethyl etherhexane produced yellowish prisms, mp of 84° to 85° C. The reactants are [BH4-], CCOC(=O)CN(C(=O)c1ccc(NC(=O)c2ccccc2-c2ccc(C)cc2)cc1)c1ccccc1C, CCO, CCOC(C)=O, Cl, [Na+]. Product: Cc1ccc(-c2ccccc2C(=O)Nc2ccc(C(=O)N(CCO)c3ccccc3C)cc2)cc1. RXN SMILES: [BH4-:39].[CH3:1][c:2]1[cH:3][cH:4][c:5](-[c:8]2[c:9]([C:14](=[O:15])[NH:16][c:17]3[cH:18][cH:19][c:20]([C:21](=[O:22])[N:23]([c:24]4[c:25]([CH3:30])[cH:26][cH:27][cH:28][cH:29]4)[CH2:31][C:32](=[O:33])[O:34][CH2:35][CH3:36])[cH:37][cH:38]3)[cH:10][cH:11][cH:12][cH:13]2)[cH:6][cH:7]1.[CH3:42][CH2:43][OH:44].[CH3:45][CH2:46][O:47][C:48](=[O:49])[CH3:50].[ClH:41].[Na+:40]>>[CH3:1][c:2]1[cH:3][cH:4][c:5](-[c:8]2[c:9]([C:14](=[O:15])[NH:16][c:17]3[cH:18][cH:19][c:20]([C:21](=[O:22])[N:23]([c:24]4[c:25]([CH3:30])[cH:26][cH:27][cH:28][cH:29]4)[CH2:31][CH2:32][OH:33])[cH:37][cH:38]3)[cH:10][cH:11][cH:12][cH:13]2)[cH:6][cH:7]1. Starting materials: CCOC(=O)c1cnc2ccc(CC)nc2c1O, O=P(Cl)(Cl)Cl. Product: CCOC(=O)c1cnc2ccc(CC)nc2c1Cl. As a reaction SMILES: [CH2:1]([CH3:2])[c:3]1[n:4][c:5]2[c:6]([OH:18])[c:7]([C:13](=[O:14])[O:15][CH2:16][CH3:17])[cH:8][n:9][c:10]2[cH:11][cH:12]1.[P:19]([Cl:20])([Cl:21])([Cl:22])=[O:23]>>[CH2:1]([CH3:2])[c:3]1[n:4][c:5]2[c:6]([Cl:21])[c:7]([C:13](=[O:14])[O:15][CH2:16][CH3:17])[cH:8][n:9][c:10]2[cH:11][cH:12]1.